Dataset: the Open Reaction Database (ORD), a public repository of structured organic reaction records. Task: describe an organic reaction: reactants, conditions, products, and yield The reactants are FC(C1=C(CN2CCC(CC2)C=O)C=CC(=C1)C(F)(F)F)(F)F (1-[2,4-bis(trifluoromethyl)benzyl]piperidine-4-carbaldehyde), C(C)N(CCOCCNC1=NC(SC1)=O)CC (4-({2-[2-(diethylamino)ethoxy]ethyl}amino)-1,3-thiazol-2(5H)-one), C(C)(=O)[O-].[NH2+]1CCCCC1 (piperidinium acetate). Solvent: CC(C)O (2-propanol), CC(C)O (2-propanol). Run at temperature 60 celsius, time 8 hour. Yields the product FC(C1=C(CN2CCC(CC2)\C=C/2\C(=NC(S2)=O)NCCOCCN(CC)CC)C=CC(=C1)C(F)(F)F)(F)F ((5Z)-5-({1-[2,4-bis(trifluoromethyl)benzyl]piperidin-4-yl}methylidene)-4-({2-[2-(diethylamino)ethoxy]ethyl}amino)-1,3-thiazol-2(5H)-one). The yield is 60.8%. Reaction SMILES: [F:1][C:2]([F:23])([F:22])[C:3]1[CH:17]=[C:16]([C:18]([F:21])([F:20])[F:19])[CH:15]=[CH:14][C:4]=1[CH2:5][N:6]1[CH2:11][CH2:10][CH:9]([CH:12]=O)[CH2:8][CH2:7]1.[CH2:24]([N:26]([CH2:39][CH3:40])[CH2:27][CH2:28][O:29][CH2:30][CH2:31][NH:32][C:33]1[CH2:37][S:36][C:35](=[O:38])[N:34]=1)[CH3:25].C([O-])(=O)C.[NH2+]1CCCCC1>CC(O)C>[F:23][C:2]([F:1])([F:22])[C:3]1[CH:17]=[C:16]([C:18]([F:21])([F:20])[F:19])[CH:15]=[CH:14][C:4]=1[CH2:5][N:6]1[CH2:11][CH2:10][CH:9](/[CH:12]=[C:37]2/[C:33]([NH:32][CH2:31][CH2:30][O:29][CH2:28][CH2:27][N:26]([CH2:24][CH3:25])[CH2:39][CH3:40])=[N:34][C:35](=[O:38])[S:36]/2)[CH2:8][CH2:7]1 |f:2.3|. Procedure: To a solution of 1-[2,4-bis(trifluoromethyl)benzyl]piperidine-4-carbaldehyde (1.21 g) in 2-propanol (15 mL) was added a solution of 4-({2-[2-(diethylamino)ethoxy]ethyl}amino)-1,3-thiazol-2(5H)-one (1.85 g) in 2-propanol (5 mL), and piperidinium acetate (0.52 g) was added. The reaction mixture was stirred at 60° C. overnight and concentrated. Water was added to the residue, and the mixture was extracted with ethyl acetate. The extract was washed with water and saturated brine, and dried over anhy... Reactants: Cl (hydrochloric acid), C(C)OC(=O)C=1C=C2C(CC(NC2=CC1)C1=CC(=C(C=C1)F)Cl)(C1=CC=CC=C1)C (2-(3-chloro-4-fluoro-phenyl)-4-methyl-4-phenyl-1,2,3,4-tetrahydro-quinoline-6-carboxylic acid ethyl ester), [OH-].[Na+] (sodium hydroxide). Solvent: CO (methanol), O1CCCC1 (tetrahydrofuran), O (water). Conditions: temperature 60 celsius, time 6 hour. The product is ClC=1C=C(C=CC1F)C1NC2=CC=C(C=C2C(C1)(C1=CC=CC=C1)C)C(=O)O (2-(3-chloro-4-fluoro-phenyl)-4-methyl-4-phenyl-1,2,3,4-tetrahydro-quinoline-6-carboxylic acid). Yield: 96.0%. As a reaction SMILES: C([O:3][C:4]([C:6]1[CH:7]=[C:8]2[C:13](=[CH:14][CH:15]=1)[NH:12][CH:11]([C:16]1[CH:21]=[CH:20][C:19]([F:22])=[C:18]([Cl:23])[CH:17]=1)[CH2:10][C:9]2([CH3:30])[C:24]1[CH:29]=[CH:28][CH:27]=[CH:26][CH:25]=1)=[O:5])C.[OH-].[Na+].Cl>CO.O1CCCC1.O>[Cl:23][C:18]1[CH:17]=[C:16]([CH:11]2[CH2:10][C:9]([CH3:30])([C:24]3[CH:29]=[CH:28][CH:27]=[CH:26][CH:25]=3)[C:8]3[C:13](=[CH:14][CH:15]=[C:6]([C:4]([OH:5])=[O:3])[CH:7]=3)[NH:12]2)[CH:21]=[CH:20][C:19]=1[F:22] |f:1.2|. Reported procedure: To a stirred mixture solution of 2-(3-chloro-4-fluoro-phenyl)-4-methyl-4-phenyl-1,2,3,4-tetrahydro-quinoline-6-carboxylic acid ethyl ester (423 mg, 1 mmol) in methanol (10 mL) and tetrahydrofuran (20 mL) was added 30% sodium hydroxide in water (10 mL). The reaction mixture was stirred at 60° C. for 6 h. The mixture was neutralized with a 3 N aqueous hydrochloric acid solution and extracted with ethyl acetate (2×100 mL), washed with water, dried over anhydrous sodium sulfate and then concentrated...